From a dataset of the Open Reaction Database (ORD), a public repository of structured organic reaction records. describe an organic reaction: reactants, conditions, products, and yield The reactants are C1(CCCCC1)P(C1=C(C=CC=C1)C1=CC=CC=C1)C1CCCCC1 (2-(dicyclohexylphosphino)biphenyl), Sodium tert.-butylat, Cl.Cl.C1(=CC=CC=C1)C1CCCC2=C1N=C(S2)NC2CCNCC2 ((4-phenyl-4,5,6,7-tetrahydro-benzothiazol-2-yl)-piperidin-4-yl-amine dihydrochloride), C(C)(C)N(C(C)C)CC (N,N-diisopropylethylamine), ClC1=NC(=NS1)C (5-chloro-3-methyl-[1,2,4]thiadiazole). Reagents/catalysts: C(C)(=O)[O-].[Pd+2].C(C)(=O)[O-] (Palladium (II) acetate). Solvent: O (water), O1CCOCC1 (dioxane). Reaction conditions: temperature 200 celsius. The product is CC1=NSC(=N1)N1CCC(CC1)NC=1SC2=C(N1)C(CCC2)C2=CC=CC=C2 ([1-(3-Methyl-[1,2,4]thiadiazol-5-yl)-piperidin-4-yl]-(4-phenyl-4,5,6,7-tetrahydro-benzothiazol-2-yl)-amine), solid. Yield: 67.0%. As a reaction SMILES: C1(P(C2CCCCC2)C2C=CC=CC=2C2C=CC=CC=2)CCCCC1.Cl.Cl.[C:28]1([CH:34]2[C:39]3[N:40]=[C:41]([NH:43][CH:44]4[CH2:49][CH2:48][NH:47][CH2:46][CH2:45]4)[S:42][C:38]=3[CH2:37][CH2:36][CH2:35]2)[CH:33]=[CH:32][CH:31]=[CH:30][CH:29]=1.C(N(CC)C(C)C)(C)C.Cl[C:60]1[S:64][N:63]=[C:62]([CH3:65])[N:61]=1>O1CCOCC1.O.C([O-])(=O)C.[Pd+2].C([O-])(=O)C>[CH3:65][C:62]1[N:61]=[C:60]([N:47]2[CH2:46][CH2:45][CH:44]([NH:43][C:41]3[S:42][C:38]4[CH2:37][CH2:36][CH2:35][CH:34]([C:28]5[CH:33]=[CH:32][CH:31]=[CH:30][CH:29]=5)[C:39]=4[N:40]=3)[CH2:49][CH2:48]2)[S:64][N:63]=1 |f:1.2.3,8.9.10|. Procedure details: Palladium (II) acetate (3.6 mg, 0.016 mmol) and 2-(dicyclohexylphosphino)biphenyl (11.6 mg, 0.032 mmol) were stirred under nitrogen at room temperature in dioxane (1.8 mL) for 10 minutes. Sodium tert.-butylat (29 mg, 0.3 mmol), (4-phenyl-4,5,6,7-tetrahydro-benzothiazol-2-yl)-piperidin-4-yl-amine dihydrochloride (77.3 mg, 0.2 mmol), N,N-diisopropylethylamine (69 L, 0.4 mmol) and 5-chloro-3-methyl-[1,2,4]thiadiazole (29.6 mg; 0.22 mmol) were added and the reaction was heated to 200° C. for 30 minu...